Dataset: the Open Reaction Database (ORD), a public repository of structured organic reaction records. Task: describe an organic reaction: reactants, conditions, products, and yield Reactants: N(=NC(=O)OC(C)C)C(=O)OC(C)C (Diisopropyl azodicarboxylate), C(C)(C)(C)OC(=O)N1CCN(CC1)C1=C(C=CC=C1)O (4-(2-Hydroxy-phenyl)-piperazine-1-carboxylic acid tert-butyl ester), C1(=CC=CC=C1)P(C1=CC=CC=C1)C1=CC=CC=C1 (triphenylphosphine), C(C1=CC=CC=C1)OC(=O)N1CC(CCC1)O (3-Hydroxy-piperidine-1-carboxylic acid benzyl ester). Run in C1CCOC1 (THF). Conditions: time 8 hour. The product is C(C)(C)(C)OC(=O)N1CCN(CC1)C1=C(C=CC=C1)OC1CN(CCC1)C(=O)OCC1=CC=CC=C1 (4-[2-(1-Benzyloxycarbonyl-piperidin-3-yloxy)-phenyl]-piperazine-1-carboxylic acid tert-butyl ester). The yield is 58.7%. RXN SMILES: [CH2:1]([O:8][C:9]([N:11]1[CH2:16][CH2:15][CH2:14][CH:13]([OH:17])[CH2:12]1)=[O:10])[C:2]1[CH:7]=[CH:6][CH:5]=[CH:4][CH:3]=1.[C:18]([O:22][C:23]([N:25]1[CH2:30][CH2:29][N:28]([C:31]2[CH:36]=[CH:35][CH:34]=[CH:33][C:32]=2O)[CH2:27][CH2:26]1)=[O:24])([CH3:21])([CH3:20])[CH3:19].C1(P(C2C=CC=CC=2)C2C=CC=CC=2)C=CC=CC=1.N(C(OC(C)C)=O)=NC(OC(C)C)=O>C1COCC1>[C:18]([O:22][C:23]([N:25]1[CH2:30][CH2:29][N:28]([C:31]2[CH:36]=[CH:35][CH:34]=[CH:33][C:32]=2[O:17][CH:13]2[CH2:14][CH2:15][CH2:16][N:11]([C:9]([O:8][CH2:1][C:2]3[CH:7]=[CH:6][CH:5]=[CH:4][CH:3]=3)=[O:10])[CH2:12]2)[CH2:27][CH2:26]1)=[O:24])([CH3:21])([CH3:19])[CH3:20]. Procedure: 3-Hydroxy-piperidine-1-carboxylic acid benzyl ester (2.34 g, 8.6 mmol) was dissolved in THF (40 mL) at r.t. 4-(2-Hydroxy-phenyl)-piperazine-1-carboxylic acid tert-butyl ester (2.4 g, 8.6 mmol) and triphenylphosphine (2.7 g, 10.32 mmol) were added. Diisopropyl azodicarboxylate (2.05 mL, 10.32 mmol) was added dropwise to the solution. The mixture was stirred overnight, and then concentrated under reduced pressure and purified using silica gel chromatography (100% ethyl acetate) to afford the title... Starting materials: Cc1cc(C(=O)NC(CCCCNC(=O)OCc2ccccc2)c2nc3cc(Cl)ccc3[nH]2)ccc1C(=O)N1CCCC1, CO, ClCCl, C[Si](C)(C)I. Yields the product Cc1cc(C(=O)NC(CCCCN)c2nc3cc(Cl)ccc3[nH]2)ccc1C(=O)N1CCCC1. RXN SMILES: [CH2:1]([O:2][C:3](=[O:4])[NH:11][CH2:12][CH2:13][CH2:14][CH2:15][CH:16]([c:17]1[n:18][c:19]2[c:20]([nH:21]1)[cH:22][cH:23][c:24]([Cl:26])[cH:25]2)[NH:27][C:28]([c:29]1[cH:30][c:31]([CH3:42])[c:32]([C:35](=[O:36])[N:37]2[CH2:38][CH2:39][CH2:40][CH2:41]2)[cH:33][cH:34]1)=[O:43])[c:5]1[cH:6][cH:7][cH:8][cH:9][cH:10]1.[CH3:49][OH:50].[Cl:51][CH2:52][Cl:53].[I:44][Si:45]([CH3:46])([CH3:47])[CH3:48]>>[NH2:11][CH2:12][CH2:13][CH2:14][CH2:15][CH:16]([c:17]1[n:18][c:19]2[c:20]([nH:21]1)[cH:22][cH:23][c:24]([Cl:26])[cH:25]2)[NH:27][C:28]([c:29]1[cH:30][c:31]([CH3:42])[c:32]([C:35](=[O:36])[N:37]2[CH2:38][CH2:39][CH2:40][CH2:41]2)[cH:33][cH:34]1)=[O:43]. Reactants: solution, C[O-].[Na+] (sodium methoxide), Cl (hydrochloric acid), C(C)OC(C(C(=O)OCC)OC1=C(C=CC=C1)OC)=O ((2-methoxyphenoxy)malonic acid diethyl ester), NC(=S)N (thiourea). Run in CO (methanol), CO (methanol). Run at time 8 hour. Product: OC1=NC(=NC(=C1OC1=C(C=CC=C1)OC)O)SC (4,6-dihydroxy-5-(2-methoxyphenoxy)-2-methylthiopyrimidine). Reaction SMILES: C([O:3][C:4](=O)[CH:5]([O:11][C:12]1[CH:17]=[CH:16][CH:15]=[CH:14][C:13]=1[O:18][CH3:19])[C:6](OCC)=[O:7])C.[NH2:21][C:22]([NH2:24])=[S:23].[CH3:25][O-].[Na+].Cl>CO>[OH:3][C:4]1[C:5]([O:11][C:12]2[CH:17]=[CH:16][CH:15]=[CH:14][C:13]=2[O:18][CH3:19])=[C:6]([OH:7])[N:24]=[C:22]([S:23][CH3:25])[N:21]=1 |f:2.3|. Procedure details: To a solution of (2-methoxyphenoxy)malonic acid diethyl ester (10.0 g) and thiourea (4.04 g) in methanol (100 ml) is added dropwise with stirring a 28% solution of sodium methoxide in methanol (17.07 g) over a period of 30 minutes under ice-cooling. The mixture is stirred at room temperature overnight. After the reaction is completed, the mixture is evaporated under reduced pressure to remove the solvent, and water (200 ml) is added to the residue. To the mixture is further added methyl iodide (... The reactants are C(C)(C)(C)OC(=O)NCC=1C(=NC2=CC=C(C=C2C1C1=CC=C(C=C1)C)C(=O)O)CC(C)C (3-{[(tert-butoxycarbonyl)amino]methyl}-2-isobutyl-4-(4-methylphenyl)quinoline-6-carboxylic acid), C(OCC)(=O)Cl (ethyl chlorocarbonate), CN1CCOCC1 (N-methylmorpholine), [BH4-].[Na+] (Sodium tetrahydroborate). Solvent: O1CCCC1 (tetrahydrofuran), CO (methanol), O (water). Conditions: temperature 0 celsius, time 10 minute. Product: OCC=1C=C2C(=C(C(=NC2=CC1)CC(C)C)CNC(OC(C)(C)C)=O)C1=CC=C(C=C1)C (tert-butyl [6-(hydroxymethyl)-2-isobutyl-4-(4-methylphenyl)quinolin-3-yl]methylcarbamate). The yield is 55.7%. Reaction SMILES: [C:1]([O:5][C:6]([NH:8][CH2:9][C:10]1[C:11]([CH2:30][CH:31]([CH3:33])[CH3:32])=[N:12][C:13]2[C:18]([C:19]=1[C:20]1[CH:25]=[CH:24][C:23]([CH3:26])=[CH:22][CH:21]=1)=[CH:17][C:16]([C:27](O)=[O:28])=[CH:15][CH:14]=2)=[O:7])([CH3:4])([CH3:3])[CH3:2].C(Cl)(=O)OCC.CN1CCOCC1.[BH4-].[Na+]>O1CCCC1.O.CO>[OH:28][CH2:27][C:16]1[CH:17]=[C:18]2[C:13](=[CH:14][CH:15]=1)[N:12]=[C:11]([CH2:30][CH:31]([CH3:33])[CH3:32])[C:10]([CH2:9][NH:8][C:6](=[O:7])[O:5][C:1]([CH3:2])([CH3:3])[CH3:4])=[C:19]2[C:20]1[CH:25]=[CH:24][C:23]([CH3:26])=[CH:22][CH:21]=1 |f:3.4|. Procedure: To a solution of 3-{[(tert-butoxycarbonyl)amino]methyl}-2-isobutyl-4-(4-methylphenyl)quinoline-6-carboxylic acid (4.48 g, 10 mmol) in tetrahydrofuran (50 ml) were added dropwise ethyl chlorocarbonate (1.6 ml, 15-mmol) and N-methylmorpholine (1.6 ml, 15 mmol) at 0° C., and after the completion of the dropwise addition, the mixture was stirred at 0° C. for 10 min. Sodium tetrahydroborate (1.32 g, 35 mmol) and methanol (10 ml) were added to the reaction mixture and the mixture was stirred at room t... Reactants: COC(=O)c1cn(Cc2ccccc2)nn1, CO, [Na+], [OH-]. The product is O=C(O)c1cn(Cc2ccccc2)nn1. As a reaction SMILES: [CH2:1]([c:2]1[cH:3][cH:4][cH:5][cH:6][cH:7]1)[n:8]1[n:9][n:10][c:11]([C:13](=[O:14])[O:15][CH3:16])[cH:12]1.[CH3:17][OH:18].[Na+:20].[OH-:19]>>[CH2:1]([c:2]1[cH:3][cH:4][cH:5][cH:6][cH:7]1)[n:8]1[n:9][n:10][c:11]([C:13](=[O:14])[OH:15])[cH:12]1. Reactants: COCCO[AlH2-]OCCOC.[Na+] (RED-Al), [OH-].[Na+] (NaOH), FC(C=1C=C(C=CC1)C#CC1=C(N=C2N1C=CC=C2)COC2=C(C(=O)OC)C=CC=C2)(F)F (methyl 2-((3-((3-(trifluoromethyl)-phenyl)ethynyl)imidazo[1,2-a]pyridin-2-yl)methoxy)benzoate), O (water). Solvent: O1CCCC1 (tetrahydrofurane), C(C)(=O)OCC (ethyl acetate). Run at temperature 0 celsius, time 15 minute. The product is FC(C=1C=C(C=CC1)C#CC1=C(N=C2N1C=CC=C2)COC2=C(C=CC=C2)CO)(F)F ((2-((3-((3-(trifluoromethyl)phenyl)ethynyl)imidazo[1,2-a]pyridin-2-yl) methoxy)phenyl)methanol). The yield is 61.2%. As a reaction SMILES: [F:1][C:2]([F:33])([F:32])[C:3]1[CH:4]=[C:5]([C:9]#[C:10][C:11]2[N:15]3[CH:16]=[CH:17][CH:18]=[CH:19][C:14]3=[N:13][C:12]=2[CH2:20][O:21][C:22]2[CH:31]=[CH:30][CH:29]=[CH:28][C:23]=2[C:24](OC)=[O:25])[CH:6]=[CH:7][CH:8]=1.COCCO[AlH2-]OCCOC.[Na+].O.[OH-].[Na+]>O1CCCC1.C(OCC)(=O)C>[F:33][C:2]([F:1])([F:32])[C:3]1[CH:4]=[C:5]([C:9]#[C:10][C:11]2[N:15]3[CH:16]=[CH:17][CH:18]=[CH:19][C:14]3=[N:13][C:12]=2[CH2:20][O:21][C:22]2[CH:31]=[CH:30][CH:29]=[CH:28][C:23]=2[CH2:24][OH:25])[CH:6]=[CH:7][CH:8]=1 |f:1.2,4.5|. Procedure: In a flask placed under an argon flow, 0.16 g (0.352 mmol) of methyl 2-((3-((3-(trifluoromethyl)-phenyl)ethynyl)imidazo[1,2-a]pyridin-2-yl)methoxy)benzoate were dissolved in 4 ml of tetrahydrofurane with magnetic stirring, the mixture was cooled to 0° C. and then 0.148 ml (0.492 mmol) of RED-Al were added. The mixture was stirred at 0° C. for 15 min before being diluted with 15 ml of ethyl acetate and poured into 20 ml of water. With intense stirring, 1 ml of a NaOH aqueous solution (32% by mass...